From a dataset of the Open Reaction Database (ORD), a public repository of structured organic reaction records. describe an organic reaction: reactants, conditions, products, and yield Reactants: ClC=1N=C(C2=C(N1)C=C(S2)C=2C=C(C(=O)O)C=CC2)N2CCOCC2 (3-(2-Chloro-4-morpholinothieno[3,2-d]pyrimidin-6-yl)benzoic acid), CN1CCNCC1 (1-methylpiperizine). The product is CN1CCN(CC1)C=O ((4-methylpiperazin-1-yl)methanone). Reaction SMILES: ClC1N=C(N2CCOCC2)C2SC(C3C=C(C=CC=3)[C:14](O)=[O:15])=CC=2N=1.[CH3:26][N:27]1[CH2:32][CH2:31][NH:30][CH2:29][CH2:28]1>>[CH3:26][N:27]1[CH2:32][CH2:31][N:30]([CH:14]=[O:15])[CH2:29][CH2:28]1. Procedure: 3-(2-Chloro-4-morpholinothieno[3,2-d]pyrimidin-6-yl)benzoic acid (60 mg) was reacted with 1-methylpiperizine via General Procedure B to yield 3-(2-chloro-4-morpholinothieno[3,2-d]pyrimidin-6-yl)phenyl)(4-methylpiperazin-1-yl)methanone. Crude 3-(2-chloro-4-morpholinothieno[3,2-d]pyrimidin-6-yl)phenyl)(4-methylpiperazin-1-yl)methanone (71 mg) was coupled to 4-(4,4,5,5-tetramethyl-1,3,2-dioxaborolan-2-yl)-1H-indazole 7 via General Procedure A to yield 22.4 mg of 339. MS (Q1) 540.1 (M)+